From a dataset of the Open Reaction Database (ORD), a public repository of structured organic reaction records. describe an organic reaction: reactants, conditions, products, and yield Starting materials: CN1C(=O)CCC1=O, [Li]c1cc(C(F)(F)F)ccc1OC, [Cl-], [NH4+], c1ccccc1. Product: CNC(=O)CCC(=O)c1cc(C(F)(F)F)ccc1OC. RXN SMILES: [CH3:14][N:15]1[C:16](=[O:21])[CH2:17][CH2:18][C:19]1=[O:20].[CH3:1][O:2][c:3]1[c:4]([Li:13])[cH:5][c:6]([C:9]([F:10])([F:11])[F:12])[cH:7][cH:8]1.[Cl-:22].[NH4+:23].[cH:24]1[cH:25][cH:26][cH:27][cH:28][cH:29]1>>[CH3:1][O:2][c:3]1[c:4]([C:19]([CH2:18][CH2:17][C:16]([NH:15][CH3:14])=[O:21])=[O:20])[cH:5][c:6]([C:9]([F:10])([F:11])[F:12])[cH:7][cH:8]1. Starting materials: C(C1=CC=CC=C1)[C@@H]1N(C(OC1)=O)C([C@H]([C@H](O)C1=CC=C(C2=CC=CC=C12)OCCC=1N=C(OC1C)C(C)(C)C)OCC)=O ((S)-4-benzyl-3-((2S,3R)-3-{4-[2-(2-tert-butyl-5-methyl-oxazol-4-yl)-ethoxy]-naphthalen-1-yl}-2-ethoxy-3-hydroxy-propionyl)-oxazolidin-2-one), C(C)[SiH](CC)CC (triethylsilane), ice AcOEt NaHCO3. Reaction SMILES: [CH2:1]([C@H:8]1[CH2:12][O:11][C:10](=[O:13])[N:9]1[C:14](=[O:44])[C@@H:15]([O:41][CH2:42][CH3:43])[C@@H:16]([C:18]1[C:27]2[C:22](=[CH:23][CH:24]=[CH:25][CH:26]=2)[C:21]([O:28][CH2:29][CH2:30][C:31]2[N:32]=[C:33]([C:37]([CH3:40])([CH3:39])[CH3:38])[O:34][C:35]=2[CH3:36])=[CH:20][CH:19]=1)O)[C:2]1[CH:7]=[CH:6][CH:5]=[CH:4][CH:3]=1.C([SiH](CC)CC)C>FC(F)(F)C(O)=O>[CH2:1]([C@H:8]1[CH2:12][O:11][C:10](=[O:13])[N:9]1[C:14](=[O:44])[C@@H:15]([O:41][CH2:42][CH3:43])[CH2:16][C:18]1[C:27]2[C:22](=[CH:23][CH:24]=[CH:25][CH:26]=2)[C:21]([O:28][CH2:29][CH2:30][C:31]2[N:32]=[C:33]([C:37]([CH3:40])([CH3:38])[CH3:39])[O:34][C:35]=2[CH3:36])=[CH:20][CH:19]=1)[C:2]1[CH:3]=[CH:4][CH:5]=[CH:6][CH:7]=1. Procedure: 0.267 g of the above prepared (S)-4-benzyl-3-((2S,3R)-3-{4-[2-(2-tert-butyl-5-methyl-oxazol-4-yl)-ethoxy]-naphthalen-1-yl}-2-ethoxy-3-hydroxy-propionyl)-oxazolidin-2-one (0.444 mmol) was dissolved in 1.4 ml of trifluoroacetic acid, treated at 0° with 0.353 ml of triethylsilane (5 eq.) and then kept for 4 h at 0°, when TLC indicated the disappearance of starting material. The reaction mixture was then poured onto crashed ice/AcOEt/NaHCO3, the organic layer washed with water (pH of aq. phase˜8), d... Run at time 4 hour. The product is C(C1=CC=CC=C1)[C@@H]1N(C(OC1)=O)C([C@H](CC1=CC=C(C2=CC=CC=C12)OCCC=1N=C(OC1C)C(C)(C)C)OCC)=O ((S)-4-Benzyl-3-((S)-3-{4-[2-(2-tert-butyl-5-methyl-oxazol-4-yl)-ethoxy]-naphthalen-1-yl}-2-ethoxy-propionyl)-oxazolidin-2-one). The solvent is FC(C(=O)O)(F)F (trifluoroacetic acid).